describe an organic reaction: reactants, conditions, products, and yield From a dataset of the Open Reaction Database (ORD), a public repository of structured organic reaction records. Reactants: CC(C)(C)OC(=O)NC(C(=O)O)c1cc2c(s1)CCCC2, CC(NC(=O)Cc1cc(F)cc(F)c1)C(=O)O, COC(=O)C(N)c1cc2c(s1)CCCC2. Product: COC(=O)C(NC(=O)C(C)NC(=O)Cc1cc(F)cc(F)c1)c1cc2c(s1)CCCC2. As a reaction SMILES: [C:33]([NH:34][CH:35]([c:36]1[s:37][c:38]2[c:43]([cH:44]1)[CH2:42][CH2:41][CH2:40][CH2:39]2)[C:45]([OH:46])=[O:47])([O:48][C:49]([CH3:50])([CH3:51])[CH3:52])=[O:53].[F:1][c:2]1[cH:3][c:4]([CH2:9][C:10](=[O:11])[NH:12][CH:13]([CH3:14])[C:15](=[O:16])[OH:17])[cH:5][c:6]([F:8])[cH:7]1.[NH2:18][CH:19]([C:20](=[O:21])[O:22][CH3:23])[c:24]1[s:25][c:26]2[c:27]([cH:28]1)[CH2:29][CH2:30][CH2:31][CH2:32]2>>[F:1][c:2]1[cH:3][c:4]([CH2:9][C:10](=[O:11])[NH:12][CH:13]([CH3:14])[C:15](=[O:17])[NH:18][CH:19]([C:20](=[O:21])[O:22][CH3:23])[c:24]2[s:25][c:26]3[c:27]([cH:28]2)[CH2:29][CH2:30][CH2:31][CH2:32]3)[cH:5][c:6]([F:8])[cH:7]1.